This data is from the Open Reaction Database (ORD), a public repository of structured organic reaction records. The task is: describe an organic reaction: reactants, conditions, products, and yield The reactants are CO, CCO, O=C(NCCCN1CCC(C(=O)c2ccc(F)cc2)CC1)c1ccccc1[N+](=O)[O-], [H][H], c1ccsc1. Product: Nc1ccccc1C(=O)NCCCN1CCC(C(=O)c2ccc(F)cc2)CC1. Reaction SMILES: [CH3:41][OH:42].[CH3:6][CH2:7][OH:8].[F:9][c:10]1[cH:11][cH:12][c:13]([C:14](=[O:15])[CH:16]2[CH2:17][CH2:18][N:19]([CH2:22][CH2:23][CH2:24][NH:25][C:26]([c:27]3[c:28]([N+:33]([O-:34])=[O:35])[cH:29][cH:30][cH:31][cH:32]3)=[O:36])[CH2:20][CH2:21]2)[cH:37][cH:38]1.[H:39][H:40].[cH:1]1[cH:2][s:3][cH:4][cH:5]1>>[F:9][c:10]1[cH:11][cH:12][c:13]([C:14](=[O:15])[CH:16]2[CH2:17][CH2:18][N:19]([CH2:22][CH2:23][CH2:24][NH:25][C:26]([c:27]3[c:28]([NH2:33])[cH:29][cH:30][cH:31][cH:32]3)=[O:36])[CH2:20][CH2:21]2)[cH:37][cH:38]1. The reactants are [OH-].[Na+] (sodium hydroxide), BrBr (bromine), S(=S)(=O)([O-])[O-].[Na+].[Na+] (sodium thiosulfate), O1CCOCC1 (dioxane), C(C)(=O)C=1C=C2CC(CC2=CC1)CNS(=O)(=O)C1=CC=C(C=C1)Cl (5-acetyl-2-[(4-chlorophenyl)sulfonylaminomethyl]indan), Cl (HCl). The product is ClC1=CC=C(C=C1)S(=O)(=O)NCC1CC2=CC=C(C=C2C1)C(=O)O ([2-[(4-chlorophenyl)sulfonylaminomethyl]-indan-5-yl]carboxylic acid). Reported procedure: Under ice-salt cooling, 4.90 g (122 mmol) of sodium hydroxide was dissolved in 50 ml of water, to which 1.6 ml (31.0 mmol) of bromine was added dropwise. This mixture was added to a solution of 100 ml of 90% dioxane containing 2.85 g (7.50 mmol) of 5-acetyl-2-[(4-chlorophenyl)sulfonylaminomethyl]indan under cooling in an ice-salt bath. Thereafter, stirring was conducted for 1 hour during which the temperature of the mixture was elevated to room temperature. The reaction solution was added with 1... Conditions: time 1 hour. Yield: 86.0%. RXN SMILES: [OH-].[Na+].BrBr.[O:5]1CCOCC1.[C:11]([C:14]1[CH:15]=[C:16]2[C:20](=[CH:21][CH:22]=1)[CH2:19][CH:18]([CH2:23][NH:24][S:25]([C:28]1[CH:33]=[CH:32][C:31]([Cl:34])=[CH:30][CH:29]=1)(=[O:27])=[O:26])[CH2:17]2)(=[O:13])C.S([O-])([O-])(=O)=S.[Na+].[Na+].Cl>O>[Cl:34][C:31]1[CH:30]=[CH:29][C:28]([S:25]([NH:24][CH2:23][CH:18]2[CH2:17][C:16]3[C:20](=[CH:21][CH:22]=[C:14]([C:11]([OH:13])=[O:5])[CH:15]=3)[CH2:19]2)(=[O:26])=[O:27])=[CH:33][CH:32]=1 |f:0.1,5.6.7|. Solvent: O (water). Reactants: OC(C#CCCC(CC(=O)OCC)=O)CCCCCC (Ethyl 8-hydroxy-3-oxo-6-tetradecynoate), N1=CC=CC2=CC=CC=C12 (quinoline), [H][H] (hydrogen), S(=O)(=O)([O-])[O-].[Ba+2] (barium sulfate). Solvent: C(C)(=O)OCC (ethyl acetate), C(C)(=O)OCC (ethyl acetate). Product: OC(C=CCCC(CC(=O)OCC)=O)CCCCCC (ethyl 8-hydroxy-3-oxo-6-tetradecenoate). Isolated yield 59.6%. RXN SMILES: [OH:1][CH:2]([CH2:15][CH2:16][CH2:17][CH2:18][CH2:19][CH3:20])[C:3]#[C:4][CH2:5][CH2:6][C:7](=[O:14])[CH2:8][C:9]([O:11][CH2:12][CH3:13])=[O:10].N1C2C(=CC=CC=2)C=CC=1.S([O-])([O-])(=O)=O.[Ba+2].[H][H]>C(OCC)(=O)C>[OH:1][CH:2]([CH2:15][CH2:16][CH2:17][CH2:18][CH2:19][CH3:20])[CH:3]=[CH:4][CH2:5][CH2:6][C:7](=[O:14])[CH2:8][C:9]([O:11][CH2:12][CH3:13])=[O:10] |f:2.3|. Procedure details: A solution of 10 g of the product of Step A in 50 ml of ethyl acetate containing 1 ml of quinoline was added to a suspension of 1 g of 50% palladized barium sulfate in 50 ml of ethyl acetate and the mixture was stirred in a hydrogen atmosphere until absorption ceased. The catalyst was removed by filtration and the filtrate was washed with dilute hydrochloric acid and water, dried over magnesium sulfate and evaporated. The residue was chromatographed over silica and was eluted with an 8-2 mixture... Reaction SMILES: [C:1]1(=[O:7])[O:6][C:4](=[O:5])[CH:3]=[CH:2]1.[CH2:8]=[CH:9][C:10](=[CH2:12])[CH3:11]>O1CCCC1>[CH3:11][C:10]1[CH2:12][CH:2]2[CH:3]([CH2:8][CH:9]=1)[C:4](=[O:5])[O:6][C:1]2=[O:7]. The solvent is O1CCCC1 (tetrahydrofuran). Reported procedure: A 5-L round bottom reaction flask fitted with a condenser was charged with maleic anhydride (C2H2(CO)2O) (500 g) and tetrahydrofuran (THF) (3 L) and isoprene (CH2═C(CH3)CH═CH2) (400 g) was then added at room temperature. The reaction was mildly exothermic. The reaction mixture was stirred at room temperature for about 2 hours till the Gas Chromatography (“GC”) analysis showed the consumption of maleic anhydride. The resulting mixture containing crude 5-methyl-3a,4,7,7a-tetrahydro-isobenzofuran-1... Run at time 2 hour. The product is CC=1CC2C(OC(C2CC1)=O)=O (5-Methyl-3a,4,7,7a-tetrahydro-isobenzofuran-1,3-dione). The reactants are C1(\C=C/C(=O)O1)=O (maleic anhydride), C=CC(C)=C (isoprene). Starting materials: C(C)(=O)Cl (Acetyl chloride), O[C@@H]1[C@H](NCC1)C(=O)O ((3S)-3-hydroxy-L-proline). Solvent: ice. Reaction conditions: temperature 100 celsius. Product: Cl.O[C@@H]1[C@H](NCC1)C(=O)OCC (Ethyl (3S)-3-Hydroxy-L-Prolinate Hydrochloride). Reaction SMILES: [C:1]([Cl:4])(=O)[CH3:2].[OH:5][C@H:6]1[CH2:10][CH2:9][NH:8][C@@H:7]1[C:11]([OH:13])=[O:12]>>[ClH:4].[OH:5][C@H:6]1[CH2:10][CH2:9][NH:8][C@@H:7]1[C:11]([O:13][CH2:1][CH3:2])=[O:12] |f:2.3|. Procedure: Acetyl chloride (10.8 mL, 153 mmol) was slowly added to ice cold 100% Ethanol (100 mL). (3S)-3-hydroxy-L-proline (5 g, 38.2 mmol) was added and heated at 100° C. for 16 hours. The ester was concentrated to a solid and used without purification. 1H NMR (400 MHz, DMSO-D6) δ ppm 1.2 (t, J=8.1 Hz, 3H), 1.9 (m, 2H), 3.3 (m, 2H), 4.1 (m, 1H), 4.2 (q, J=7.1 Hz, 2H) 4.4 (m, 1H), 9.0 (s, 1H), 10.4 (s, 1H). Starting materials: CC(Cc1cccc(Br)c1)NC(=O)OC(C)(C)C, Cc1ccccc1, I[Cu]I, [I-], [K+], N#C[Na]. The product is CC(Cc1cccc(C#N)c1)NC(=O)OC(C)(C)C. Reaction SMILES: [C:1]([CH3:2])([CH3:3])([CH3:4])[O:5][C:6]([NH:7][CH:8]([CH2:9][c:10]1[cH:11][c:12]([Br:16])[cH:13][cH:14][cH:15]1)[CH3:17])=[O:18].[CH3:27][c:28]1[cH:29][cH:30][cH:31][cH:32][cH:33]1.[Cu:24]([I:25])[I:26].[I-:23].[K+:22].[Na:19][C:20]#[N:21]>>[C:1]([CH3:2])([CH3:3])([CH3:4])[O:5][C:6]([NH:7][CH:8]([CH2:9][c:10]1[cH:11][c:12]([C:20]#[N:21])[cH:13][cH:14][cH:15]1)[CH3:17])=[O:18].